This data is from the Open Reaction Database (ORD), a public repository of structured organic reaction records. The task is: describe an organic reaction: reactants, conditions, products, and yield The reactants are Cc1cc(F)c(O)cc1OCc1ccccc1, CC(C)(C)[O-], CS(C)=O, COc1cc2c(Cl)ccnc2cc1OCCCN1CCOCC1, [K+]. Product: COc1cc2c(Oc3cc(OCc4ccccc4)c(C)cc3F)ccnc2cc1OCCCN1CCOCC1. Reaction SMILES: [CH2:24]([c:25]1[cH:26][cH:27][cH:28][cH:29][cH:30]1)[O:31][c:32]1[c:33]([CH3:40])[cH:34][c:35]([F:39])[c:36]([OH:38])[cH:37]1.[CH3:41][C:42]([CH3:43])([O-:44])[CH3:45].[CH3:47][S:48]([CH3:49])=[O:50].[Cl:1][c:2]1[cH:3][cH:4][n:5][c:6]2[cH:7][c:8]([O:14][CH2:15][CH2:16][CH2:17][N:18]3[CH2:19][CH2:20][O:21][CH2:22][CH2:23]3)[c:9]([O:12][CH3:13])[cH:10][c:11]12.[K+:46]>>[c:2]1([O:38][c:36]2[c:35]([F:39])[cH:34][c:33]([CH3:40])[c:32]([O:31][CH2:24][c:25]3[cH:26][cH:27][cH:28][cH:29][cH:30]3)[cH:37]2)[cH:3][cH:4][n:5][c:6]2[cH:7][c:8]([O:14][CH2:15][CH2:16][CH2:17][N:18]3[CH2:19][CH2:20][O:21][CH2:22][CH2:23]3)[c:9]([O:12][CH3:13])[cH:10][c:11]12. Reactants: C(C(C)(C)C)OC(N(C)C)OCC(C)(C)C (N,N-Dimethylformamide dineopentyl acetal), ClC=1C=NC(NC1)=O (5-chloropyrimidin-2-one), BrC1=CC=C(S1)CO (5-bromo-2-hydroxymethylthiophene). Solvent: CN(C=O)C (N,N-dimethylformamide). Reaction conditions: temperature 40 celsius. Product: BrC1=CC=C(S1)CN1C(N=CC(=C1)Cl)=O (1-(5-Bromothien-2-ylmethyl)-5-chloropyrimidin-2-one). Yield: 45.2%. As a reaction SMILES: C(OC(OCC(C)(C)C)N(C)C)C(C)(C)C.[Cl:17][C:18]1[CH:19]=[N:20][C:21](=[O:24])[NH:22][CH:23]=1.[Br:25][C:26]1[S:30][C:29]([CH2:31]O)=[CH:28][CH:27]=1>CN(C)C=O>[Br:25][C:26]1[S:30][C:29]([CH2:31][N:20]2[CH:19]=[C:18]([Cl:17])[CH:23]=[N:22][C:21]2=[O:24])=[CH:28][CH:27]=1. Procedure details: N,N-Dimethylformamide dineopentyl acetal (2.25 ml) was added to a stirred suspension of 5-chloropyrimidin-2-one (653 mg) and 5-bromo-2-hydroxymethylthiophene (1.351 g) in dry N,N-dimethylformamide (12.5 ml) under nitrogen and then the mixture was heated at 40° C. After 2 h the temperature was increased to 80° C. After 4 h the reaction mixture was evaporated to dryness and the residue triturated with diethyl ether. The solid was collected and crystallised from acetone to give off white crystals o...